This data is from the Open Reaction Database (ORD), a public repository of structured organic reaction records. The task is: describe an organic reaction: reactants, conditions, products, and yield Starting materials: C1CCC2=NCCCN2CC1 (DBU), ClC1=C(C=C[N+](=O)[O-])C=CC(=C1)Cl (2,4-Dichloronitrostyrene), [N+](#[C-])CC(=O)OCC1=CC=CC=C1 (benzyl 2-isocyanoacetate). The solvent is C1CCOC1 (THF). Conditions: time 12 hour. The product is ClC1=C(C=CC(=C1)Cl)C1=C(NC=C1)C(=O)OCC1=CC=CC=C1 (phenylmethyl 3-(2,4-dichlorophenyl)pyrrole-2-carboxylate). Isolated yield 15.0%. As a reaction SMILES: C1CCN2C(=NCCC2)CC1.[Cl:12][C:13]1[CH:23]=[C:22]([Cl:24])[CH:21]=[CH:20][C:14]=1[CH:15]=[CH:16][N+]([O-])=O.[N+:25]([CH2:27][C:28]([O:30][CH2:31][C:32]1[CH:37]=[CH:36][CH:35]=[CH:34][CH:33]=1)=[O:29])#[C-:26]>C1COCC1>[Cl:12][C:13]1[CH:23]=[C:22]([Cl:24])[CH:21]=[CH:20][C:14]=1[C:15]1[CH:16]=[CH:26][NH:25][C:27]=1[C:28]([O:30][CH2:31][C:32]1[CH:37]=[CH:36][CH:35]=[CH:34][CH:33]=1)=[O:29]. Procedure: DBU (1 eq) was added to a stirred solution of 2,4-Dichloronitrostyrene (1) (1 eq) and benzyl 2-isocyanoacetate (0.9 eq) in THF at −78° C. under N2. The reaction was allowed to warm to room temperature over 2 h. The reaction could be followed by TLC eluting with CHCl3 (Rf=0.3). After stirring for an additional 12 h, the reaction was diluted with CH2Cl2 and EtOAc. The organic mixture was washed with 0.1 N HCl, water, sat. aq. NaHCO3, brine, dried (Na2SO4), filtered and concentrated under reduced p... Reactants: C(C)(C)(C)OC(=O)N1C(SCC1C(=O)O)C=1C=NC=CC1 (3-tert-Butoxycarbonyl-2-(3-pyridyl)thiazolidine-4-carboxylic acid), C1(=CC=CC=C1)CCCN1CCNCC1 (1-(3-phenylpropyl)piperazine). Procedure: 3-tert-Butoxycarbonyl-2-(3-pyridyl)thiazolidine-4-carboxylic acid (650 mg) and 1-(3-phenylpropyl)piperazine (400 mg) were used as the starting materials and treated in the same manner as in Example 54. Without conversion to the hydrochloride, the product was purified by silica gel column chromatography (eluent ethyl acetate) Thus was obtained 1-[3-(tert-butoxycarbonyl)-2-(3 pyridyl)thiazolidin-4-ylcarbonyl]-4-(3-phenylpropyl)piperazine (560 mg) as an oil. Product: C(C)(C)(C)OC(=O)N1C(SCC1C(=O)N1CCN(CC1)CCCC1=CC=CC=C1)C=1C=NC=CC1 (1-[3-(tert-butoxycarbonyl)-2-(3 pyridyl)thiazolidin-4-ylcarbonyl]-4-(3-phenylpropyl)piperazine). Reaction SMILES: [C:1]([O:5][C:6]([N:8]1[CH:12]([C:13]([OH:15])=O)[CH2:11][S:10][CH:9]1[C:16]1[CH:17]=[N:18][CH:19]=[CH:20][CH:21]=1)=[O:7])([CH3:4])([CH3:3])[CH3:2].[C:22]1([CH2:28][CH2:29][CH2:30][N:31]2[CH2:36][CH2:35][NH:34][CH2:33][CH2:32]2)[CH:27]=[CH:26][CH:25]=[CH:24][CH:23]=1>>[C:1]([O:5][C:6]([N:8]1[CH:12]([C:13]([N:34]2[CH2:35][CH2:36][N:31]([CH2:30][CH2:29][CH2:28][C:22]3[CH:27]=[CH:26][CH:25]=[CH:24][CH:23]=3)[CH2:32][CH2:33]2)=[O:15])[CH2:11][S:10][CH:9]1[C:16]1[CH:17]=[N:18][CH:19]=[CH:20][CH:21]=1)=[O:7])([CH3:2])([CH3:3])[CH3:4]. The yield is 57.6%.